Task: describe an organic reaction: reactants, conditions, products, and yield. Dataset: the Open Reaction Database (ORD), a public repository of structured organic reaction records Reactants: C=C(C)C(=O)OC(c1ccccc1)(c1ccccc1)c1ccccc1, C1CCOC1, O, c1ccncc1. Yields the product OC(c1ccccc1)(c1ccccc1)c1ccccc1. As a reaction SMILES: [C:7](=[O:8])([C:9]([CH3:10])=[CH2:11])[O:12][C:13]([c:14]1[cH:15][cH:16][cH:17][cH:18][cH:19]1)([c:20]1[cH:21][cH:22][cH:23][cH:24][cH:25]1)[c:26]1[cH:27][cH:28][cH:29][cH:30][cH:31]1.[CH2:33]1[O:34][CH2:35][CH2:36][CH2:37]1.[OH2:32].[cH:1]1[cH:2][cH:3][n:4][cH:5][cH:6]1>>[OH:12][C:13]([c:14]1[cH:15][cH:16][cH:17][cH:18][cH:19]1)([c:20]1[cH:21][cH:22][cH:23][cH:24][cH:25]1)[c:26]1[cH:27][cH:28][cH:29][cH:30][cH:31]1. Reactants: [H-].[Na+] (NaH), CI (methyl iodide), C(C)C(CC)(O)C1=NC2=C3N=CC=CC3=CC=C2C=C1 (2-[(1-ethyl-1-hydroxypropyl)]-1,10-phenanthroline). The product is C(C)C(CC)(OC)C1=NC2=C3N=CC=CC3=CC=C2C=C1 (2-[(1-Ethyl-1-methoxypropyl)]-1,10-phenanthroline). Isolated yield 64.0%. RXN SMILES: [H-].[Na+].[CH3:3]I.[CH2:5]([C:7]([C:11]1[CH:24]=[CH:23][C:22]2[C:13](=[C:14]3[C:19](=[CH:20][CH:21]=2)[CH:18]=[CH:17][CH:16]=[N:15]3)[N:12]=1)([OH:10])[CH2:8][CH3:9])[CH3:6]>>[CH2:5]([C:7]([C:11]1[CH:24]=[CH:23][C:22]2[C:13](=[C:14]3[C:19](=[CH:20][CH:21]=2)[CH:18]=[CH:17][CH:16]=[N:15]3)[N:12]=1)([O:10][CH3:3])[CH2:8][CH3:9])[CH3:6] |f:0.1|. Procedure details: By using General Procedure II, NaH (0.035 g, 1.5 mmol), methyl iodide (0.092 mL, 1.5 mmol), and 2-[(1-ethyl-1-hydroxypropyl)]-1,10-phenanthroline (0.098 g, 0.368 mmol), prepared as described by Example 2, were reacted to yield 0.066 g (65% yield) of the title methyl ether as a colorless oil: 1H NMR (300 MHz, CDCl3) δ9.24 (dd, J=4.50, 1.80 Hz, Hp9), 8.23 (dd, J=8.40, 1.80 Hz, Hp7), 8.20 (d, J=8.40 Hz, Hp4), 7.97 (d, J=8.40 Hz, Hp3), 7.78 and 7.72 (two d, J=8.80 Hz, Hp5 and Hp6), 7.60 (dd, J=7.80,...